This data is from the Open Reaction Database (ORD), a public repository of structured organic reaction records. The task is: describe an organic reaction: reactants, conditions, products, and yield The reactants are [H-].[Na+] (sodiumhydride), BrCC1=C(C=C(C=C1F)OC(F)F)F (2-(bromomethyl)-5-(difluoromethoxy)-1,3-difluorobenzene), [H-].[Na+] (sodiumhydride), C1(CC1)C1=C(C(=NN1)C1=NC=C(C(=N1)NC1=CC=NC=C1)OC)C (2-(5-cyclopropyl-4-methyl-1H-pyrazol-3-yl)-5-methoxy-N-(pyridin-4-yl)pyrimidin-4-amine), BrCC1=C(C=C(C=C1F)OC(F)F)F (2-(bromomethyl)-5-(difluoromethoxy)-1,3-difluorobenzene), O (Water). Solvent: C1CCOC1 (THF). Reaction conditions: temperature 0 celsius, time 5 minute. The product is C1(CC1)C1=C(C(=NN1CC1=C(C=C(C=C1F)OC(F)F)F)C1=NC=C(C(=N1)NC1=CC=NC=C1)OC)C (2-{5-cyclopropyl-1-[4-(difluoromethoxy)-2,6-difluorobenzyl]-4-methyl-1H-pyrazol-3-yl}-5-methoxy-N-(pyridin-4-yl)pyrimidin-4-amine). Reaction SMILES: [CH:1]1([C:4]2[NH:8][N:7]=[C:6]([C:9]3[N:14]=[C:13]([NH:15][C:16]4[CH:21]=[CH:20][N:19]=[CH:18][CH:17]=4)[C:12]([O:22][CH3:23])=[CH:11][N:10]=3)[C:5]=2[CH3:24])[CH2:3][CH2:2]1.[H-].[Na+].Br[CH2:28][C:29]1[C:34]([F:35])=[CH:33][C:32]([O:36][CH:37]([F:39])[F:38])=[CH:31][C:30]=1[F:40].O>C1COCC1>[CH:1]1([C:4]2[N:8]([CH2:28][C:29]3[C:30]([F:40])=[CH:31][C:32]([O:36][CH:37]([F:38])[F:39])=[CH:33][C:34]=3[F:35])[N:7]=[C:6]([C:9]3[N:14]=[C:13]([NH:15][C:16]4[CH:21]=[CH:20][N:19]=[CH:18][CH:17]=4)[C:12]([O:22][CH3:23])=[CH:11][N:10]=3)[C:5]=2[CH3:24])[CH2:3][CH2:2]1 |f:1.2|. Procedure: 70 mg 2-(5-cyclopropyl-4-methyl-1H-pyrazol-3-yl)-5-methoxy-N-(pyridin-4-yl)pyrimidin-4-amine 1-16-1 (0-217 mmol, 1.0 eq) were dissolved in 0.52 mL THF and cooled to 0° C. 10.4 mg sodiumhydride (60%, 0.261 mmol, 1.2 eq) were added. The mixture stirred for 5 minutes, then the ice bath was removed and 65.2 mg 2-(bromomethyl)-5-(difluoromethoxy)-1,3-difluorobenzene (0.239 mmol, 1.1 eq) were added. The reaction stirred at rt for 4 days. Again 5 mg sodiumhydride (60%, 0.130 mmol, 0.6 eq) and 33 mg 2-(... The reactants are OC1=C(C(=O)C2=CC=C(C=C2)Cl)C=CC(=C1)O (2,4-dihydroxy-4'-chlorobenzophenone), BrCCCCCCCCCCCC (1-bromododecane), C(O)([O-])=O.[Na+] (sodium hydrogen carbonate), C (charcoal). Solvent: C(C)(CC)O (sec-butyl alcohol), O (H2O). Product: OC1=C(C(=O)C2=CC=C(C=C2)Cl)C=CC(=C1)OCCCCCCCCCCCC (2-Hydroxy-4-dodecyloxy-4'-chlorobenzophenone). Yield: 64.5%. Reaction SMILES: [OH:1][C:2]1[CH:16]=[C:15]([OH:17])[CH:14]=[CH:13][C:3]=1[C:4]([C:6]1[CH:11]=[CH:10][C:9]([Cl:12])=[CH:8][CH:7]=1)=[O:5].Br[CH2:19][CH2:20][CH2:21][CH2:22][CH2:23][CH2:24][CH2:25][CH2:26][CH2:27][CH2:28][CH2:29][CH3:30].C(=O)([O-])O.[Na+].C>C(O)(CC)C.O>[OH:1][C:2]1[CH:16]=[C:15]([O:17][CH2:30][CH2:29][CH2:28][CH2:27][CH2:26][CH2:25][CH2:24][CH2:23][CH2:22][CH2:21][CH2:20][CH3:19])[CH:14]=[CH:13][C:3]=1[C:4]([C:6]1[CH:7]=[CH:8][C:9]([Cl:12])=[CH:10][CH:11]=1)=[O:5] |f:2.3|. Procedure: A mixture of 20 g (80 mmol) of 2,4-dihydroxy-4'-chlorobenzophenone, 21.9 g (88 mmol) of 1-bromododecane and 8.4 g (100 mmol) of sodium hydrogen carbonate in 77.6 g of sec-butyl alcohol and 25.6 g of H2O is heated with stirring and maintained at reflux for 20 h. The reaction mixture is stirred for an additional 15 min in the presence of 0.8 g of activated charcoal and is then filtered while hot. After the filtrate has cooled, the product crystallizes. It is recrystallized from sec-butyl alcohol t...